Task: describe an organic reaction: reactants, conditions, products, and yield. Dataset: the Open Reaction Database (ORD), a public repository of structured organic reaction records Starting materials: Cc1cc(CC(OC(=O)N2CCC(N3CCc4ccccc4NC3=O)CC2)C(=O)O)cc(Cl)c1O, C1CN(C2CCOCC2)CCN1. Yields the product Cc1cc(CC(OC(=O)N2CCC(N3CCc4ccccc4NC3=O)CC2)C(=O)N2CCN(C3CCOCC3)CC2)cc(Cl)c1O. Reaction SMILES: [O:1]=[C:2]1[NH:3][c:4]2[c:5]([cH:32][cH:33][cH:34][cH:35]2)[CH2:6][CH2:7][N:8]1[CH:9]1[CH2:10][CH2:11][N:12]([C:15](=[O:16])[O:17][CH:18]([CH2:19][c:20]2[cH:21][c:22]([Cl:28])[c:23]([OH:27])[c:24]([CH3:26])[cH:25]2)[C:29](=[O:30])[OH:31])[CH2:13][CH2:14]1.[O:36]1[CH2:37][CH2:38][CH:39]([N:42]2[CH2:43][CH2:44][NH:45][CH2:46][CH2:47]2)[CH2:40][CH2:41]1>>[O:1]=[C:2]1[NH:3][c:4]2[c:5]([cH:32][cH:33][cH:34][cH:35]2)[CH2:6][CH2:7][N:8]1[CH:9]1[CH2:10][CH2:11][N:12]([C:15](=[O:16])[O:17][CH:18]([CH2:19][c:20]2[cH:21][c:22]([Cl:28])[c:23]([OH:27])[c:24]([CH3:26])[cH:25]2)[C:29](=[O:30])[N:45]2[CH2:44][CH2:43][N:42]([CH:39]3[CH2:38][CH2:37][O:36][CH2:41][CH2:40]3)[CH2:47][CH2:46]2)[CH2:13][CH2:14]1. The reactants are CCO, [Cl-], CN(C)CCC=Cc1cc2nccc(Oc3ccc([N+](=O)[O-])cc3F)c2s1, [NH4+]. Yields the product CN(C)CCC=Cc1cc2nccc(Oc3ccc(N)cc3F)c2s1. As a reaction SMILES: [CH3:30][CH2:31][OH:32].[Cl-:28].[F:1][c:2]1[c:3]([O:4][c:5]2[c:6]3[c:7]([n:8][cH:9][cH:10]2)[cH:11][c:12]([CH:14]=[CH:15][CH2:16][CH2:17][N:18]([CH3:19])[CH3:20])[s:13]3)[cH:21][cH:22][c:23]([N+:25]([O-:26])=[O:27])[cH:24]1.[NH4+:29]>>[F:1][c:2]1[c:3]([O:4][c:5]2[c:6]3[c:7]([n:8][cH:9][cH:10]2)[cH:11][c:12]([CH:14]=[CH:15][CH2:16][CH2:17][N:18]([CH3:19])[CH3:20])[s:13]3)[cH:21][cH:22][c:23]([NH2:25])[cH:24]1. The solvent is CN(C)C=O (DMF). Procedure: To a solution of N-(4-(6-nitroquinolin-4-ylthio)phenyl)-4-phenylphthalazin-1-amine (228 mg, 455 μmol) in 1 mL of DMF, was added tin (II) chloride (431 mg, 2273 μmol) and 115 uL of water. After 15 minutes of sonication, the reaction was stirred at rt. After 2 days, water was removed under vacuum azeotropically with benzene. DCM was added to the suspension. Yellow solids precipitated out of the solution and were filtered off with DCM. The filtrate was concentrated and purified by RPLC on an acidic... Conditions: time 2 day. Yields the product NC=1C=C2C(=CC=NC2=CC1)SC1=CC=C(C=C1)NC1=NN=C(C2=CC=CC=C12)C1=CC=CC=C1 (N-(4-(6-aminoquinolin-4-ylthio)phenyl)-4-phenylphthalazin-1-amine). The reactants are [N+](=O)([O-])C=1C=C2C(=CC=NC2=CC1)SC1=CC=C(C=C1)NC1=NN=C(C2=CC=CC=C12)C1=CC=CC=C1 (N-(4-(6-nitroquinolin-4-ylthio)phenyl)-4-phenylphthalazin-1-amine), [Sn](Cl)Cl (tin (II) chloride), O (water). RXN SMILES: [N+:1]([C:4]1[CH:5]=[C:6]2[C:11](=[CH:12][CH:13]=1)[N:10]=[CH:9][CH:8]=[C:7]2[S:14][C:15]1[CH:20]=[CH:19][C:18]([NH:21][C:22]2[C:31]3[C:26](=[CH:27][CH:28]=[CH:29][CH:30]=3)[C:25]([C:32]3[CH:37]=[CH:36][CH:35]=[CH:34][CH:33]=3)=[N:24][N:23]=2)=[CH:17][CH:16]=1)([O-])=O.[Sn](Cl)Cl.O>CN(C=O)C>[NH2:1][C:4]1[CH:5]=[C:6]2[C:11](=[CH:12][CH:13]=1)[N:10]=[CH:9][CH:8]=[C:7]2[S:14][C:15]1[CH:16]=[CH:17][C:18]([NH:21][C:22]2[C:31]3[C:26](=[CH:27][CH:28]=[CH:29][CH:30]=3)[C:25]([C:32]3[CH:33]=[CH:34][CH:35]=[CH:36][CH:37]=3)=[N:24][N:23]=2)=[CH:19][CH:20]=1. Reactants: CC1(C(CC(CC1)=O)=O)C (4,4-Dimethyl-1,3-cyclohexanedione), ClC1=C(C=C(C=O)C=C1)F (4-chloro-3-fluorobenzaldehyde), NC1=NNC=C1 (3-aminopyrazole). Yields the product ClC1=C(C=C(C=C1)C1N2C(NC=3CCC(C(C13)=O)(C)C)=CC=N2)F (9-(4-Chloro-3-fluorophenyl)-7,7-dimethyl-5,6,7,9-tetrahydropyrazol[5,1-b]quinazolin-8(4H)-one). As a reaction SMILES: [CH3:1][C:2]1([CH3:10])[CH2:7][CH2:6][C:5](=O)[CH2:4][C:3]1=[O:9].[Cl:11][C:12]1[CH:19]=[CH:18][C:15]([CH:16]=O)=[CH:14][C:13]=1[F:20].[NH2:21][C:22]1[CH:26]=[CH:25][NH:24][N:23]=1>>[Cl:11][C:12]1[CH:19]=[CH:18][C:15]([CH:16]2[C:4]3[C:3](=[O:9])[C:2]([CH3:10])([CH3:1])[CH2:7][CH2:6][C:5]=3[NH:21][C:22]3=[CH:26][CH:25]=[N:24][N:23]23)=[CH:14][C:13]=1[F:20]. Procedure: 4,4-Dimethyl-1,3-cyclohexanedione, 4-chloro-3-fluorobenzaldehyde and 3-aminopyrazole were processed as described in General Procedure A to provide the title compound. Yields the product COC1=CC=C(CN2C(C3(C4=CC=CC=C24)C2=C(OC3)C=C3OCCC3=C2)=O)C=C1 (1′-(4-methoxybenzyl)-5,6-dihydrospiro[benzo[1,2-b:5,4-b′]difuran-3,3′-indol]-2′(1′H)-one). As a reaction SMILES: [NH:1]1[C:9]2[C:4](=[CH:5][CH:6]=[CH:7][CH:8]=2)[C:3]2([CH2:13][O:12][C:11]3[CH:14]=[C:15]4[C:19](=[CH:20][C:10]2=3)[CH2:18][CH2:17][O:16]4)[C:2]1=[O:21].CC1(C)[CH2:27][O:26][C:25]2=[CH:28][C:29]3OC[C:32]4([C:42]=3[CH:43]=[C:24]12)C1C(=CC=CC=1)NC4=O.ClCC1C=CC(OC)=CC=1.BrCC1OC(C(F)(F)F)=CC=1>>[CH3:27][O:26][C:25]1[CH:28]=[CH:29][C:42]([CH2:32][N:1]2[C:9]3[C:4](=[CH:5][CH:6]=[CH:7][CH:8]=3)[C:3]3([CH2:13][O:12][C:11]4[CH:14]=[C:15]5[C:19](=[CH:20][C:10]3=4)[CH2:18][CH2:17][O:16]5)[C:2]2=[O:21])=[CH:43][CH:24]=1. Starting materials: N1C(C2(C3=CC=CC=C13)C1=C(OC2)C=C2OCCC2=C1)=O (5,6-dihydrospiro[benzo[1,2-b:5,4-b′]difuran-3,3′-indol]-2′(1′H)-one), BrCC=1OC(=CC1)C(F)(F)F (2-(bromomethyl)-5-(trifluoromethyl)furan), CC1(C=2C(OC1)=CC=1OCC3(C(NC4=CC=CC=C34)=O)C1C2)C (5,5-dimethyl-5,6-dihydrospiro[benzo[1,2-b:5,4-b′]difuran-3,3′-indol]-2′(1′H)-one), ClCC1=CC=C(C=C1)OC (1-(chloromethyl)-4-methoxybenzene). Procedure details: Following the procedure described in EXAMPLE 10.21, and making non-critical variations using 5,6-dihydrospiro[benzo[1,2-b:5,4-b′]difuran-3,3′-indol]-2′(1′H)-one to replace 5,5-dimethyl-5,6-dihydrospiro[benzo[1,2-b:5,4-b′]difuran-3,3′-indol]-2′(1′H)-one, and 1-(chloromethyl)-4-methoxybenzene to replace 2-(bromomethyl)-5-(trifluoromethyl)furan, the title compound was obtained (56%) as a white solid: mp 120-121° C.; MS (ES+) m/z 400.2 (M+1). Procedure: Corresponding to Example 4, 410 mg of (6f) were hydrolysed using lithium hydroxide. A white solid was obtained (yield: 221 mg). RXN SMILES: [NH:1]([C:5]1[CH:6]=[C:7]([S:11]([NH:14][C:15]2[CH:16]=[C:17]([CH2:21][CH:22]([NH:28][C:29](=[O:38])[CH2:30][CH2:31][C:32]3[CH:37]=[CH:36][CH:35]=[CH:34][CH:33]=3)[C:23]([O:25]CC)=[O:24])[CH:18]=[CH:19][CH:20]=2)(=[O:13])=[O:12])[CH:8]=[CH:9][CH:10]=1)[C:2]([NH2:4])=[NH:3].[OH-].[Li+]>>[NH:1]([C:5]1[CH:6]=[C:7]([S:11]([NH:14][C:15]2[CH:16]=[C:17]([CH2:21][CH:22]([NH:28][C:29](=[O:38])[CH2:30][CH2:31][C:32]3[CH:33]=[CH:34][CH:35]=[CH:36][CH:37]=3)[C:23]([OH:25])=[O:24])[CH:18]=[CH:19][CH:20]=2)(=[O:13])=[O:12])[CH:8]=[CH:9][CH:10]=1)[C:2]([NH2:4])=[NH:3] |f:1.2|. Starting materials: N(C(=N)N)C=1C=C(C=CC1)S(=O)(=O)NC=1C=C(C=CC1)CC(C(=O)OCC)NC(CCC1=CC=CC=C1)=O (Ethyl 3-(3-[3-guanidino-benzenesulphonylamino]-phenyl)-3-phenylpropionylamino-propionate), [OH-].[Li+] (lithium hydroxide). The product is N(C(=N)N)C=1C=C(C=CC1)S(=O)(=O)NC=1C=C(C=CC1)CC(C(=O)O)NC(CCC1=CC=CC=C1)=O (3-(3-[3-Guanidino-benzenesulphonylamino]-phenyl)-3-phenylpropionylamino-propionic acid). The reactants are [F-].C(CCC)[N+](CCCC)(CCCC)CCCC (tetrabutylammonium fluoride), C(C)(C)(C)OC(=O)N[C@@]1([C@@H]2[C@H]([C@@H]2[C@H](C1)OS(=O)(=O)C)C(=O)OC(C)(C)C)C(=O)OC(C)(C)C (di-tert-butyl (1S,2S,4S,5R,6R)-2-[(tert-butoxycarbonyl)amino]-4-[(methylsulfonyl)oxy]bicyclo[3.1.0]hexane-2,6-dicarboxylate). Run in O1CCCC1 (tetrahydrofuran), O1CCCC1 (tetrahydrofuran), O (water). Product: C(C)(C)(C)OC(=O)N[C@@]1([C@@H]2[C@H]([C@@H]2C=C1)C(=O)OC(C)(C)C)C(=O)OC(C)(C)C (Di-tert-butyl (1S,2S,5R,6S)-2-[(tert-butoxycarbonyl)amino]bicyclo[3.1.0]hex-3-ene-2,6-dicarboxylate). The yield is 47.5%. As a reaction SMILES: [F-].C([N+](CCCC)(CCCC)CCCC)CCC.[C:19]([O:23][C:24]([NH:26][C@@:27]1([C:45]([O:47][C:48]([CH3:51])([CH3:50])[CH3:49])=[O:46])[CH2:32][C@H:31](OS(C)(=O)=O)[C@@H:30]2[C@H:28]1[C@H:29]2[C:38]([O:40][C:41]([CH3:44])([CH3:43])[CH3:42])=[O:39])=[O:25])([CH3:22])([CH3:21])[CH3:20]>O1CCCC1.O>[C:19]([O:23][C:24]([NH:26][C@@:27]1([C:45]([O:47][C:48]([CH3:51])([CH3:50])[CH3:49])=[O:46])[CH:32]=[CH:31][C@@H:30]2[C@H:28]1[C@H:29]2[C:38]([O:40][C:41]([CH3:43])([CH3:42])[CH3:44])=[O:39])=[O:25])([CH3:22])([CH3:20])[CH3:21] |f:0.1|. Procedure details: Add 1M tetrabutylammonium fluoride in tetrahydrofuran (3.84 mL, 3.84 mmol) to di-tert-butyl (1S,2S,4S,5R,6R)-2-[(tert-butoxycarbonyl)amino]-4-[(methylsulfonyl)oxy]bicyclo[3.1.0]hexane-2,6-dicarboxylate (600.00 mg, 1.22 mmol) in tetrahydrofuran (2.03 mL) and heat at reflux for 3 hours. The reaction is then cooled to room temperature, diluted with water, and extracted with ethyl acetate, washed with brine, dried over sodium sulfate, filtered, and concentrated under reduced pressure to give a resid...